From a dataset of the Open Reaction Database (ORD), a public repository of structured organic reaction records. describe an organic reaction: reactants, conditions, products, and yield Starting materials: [Br-], Br, Nc1ccccc1Br, CO, [Na+], [Na+], [Na+], [Na+], O=C([O-])[O-], O, N#C[S-]. The product is N#CSc1ccc(N)c(Br)c1. RXN SMILES: [Br-:15].[Br:13].[Br:1][c:2]1[c:3]([NH2:4])[cH:5][cH:6][cH:7][cH:8]1.[CH3:22][OH:23].[Na+:14].[Na+:16].[Na+:17].[Na+:9].[O-:18][C:19](=[O:20])[O-:21].[OH2:24].[S-:10][C:11]#[N:12]>>[Br:1][c:2]1[c:3]([NH2:4])[cH:5][cH:6][c:7]([S:10][C:11]#[N:12])[cH:8]1. The reactants are BrC1=CC2=C(C=3N(CCO2)C=C(N3)C3=NC=NN3C(C)C)C=C1 (9-bromo-2-(1-isopropyl-1H-1,2,4-triazol-5-yl)-5,6-dihydrobenzo[f]imidazo[1,2-d][1,4]oxazepine), [Si](C)(C)(C(C)(C)C)OC(CN1C(=NC(=C1)[Sn](C)(C)C)C)(C)C (1-(2-(tert-butyldimethylsilyloxy)-2-methylpropyl)-2-methyl-4-(trimethylstannyl)-1H-imidazole). Reagents/catalysts: C=1C=CC(=CC1)[P](C=2C=CC=CC2)(C=3C=CC=CC3)[Pd]([P](C=4C=CC=CC4)(C=5C=CC=CC5)C=6C=CC=CC6)([P](C=7C=CC=CC7)(C=8C=CC=CC8)C=9C=CC=CC9)[P](C=1C=CC=CC1)(C=1C=CC=CC1)C=1C=CC=CC1 (Pd(PPh3)4). The solvent is O1CCOCC1 (dioxane). Reaction conditions: temperature 120 celsius, time 35 minute. The product is [Si](C)(C)(C(C)(C)C)OC(CN1C(=NC(=C1)C1=CC2=C(C=3N(CCO2)C=C(N3)C3=NC=NN3C(C)C)C=C1)C)(C)C (9-(1-(2-(tert-butyldimethylsilyloxy)-2-methylpropyl)-2-methyl-1H-imidazol-4-yl)-2-(1-isopropyl-1H-1,2,4-triazol-5-yl)-5,6-dihydrobenzo[f]imidazo[1,2-d][1,4]oxazepine). Isolated yield 35.6%. Reaction SMILES: Br[C:2]1[CH:23]=[CH:22][C:5]2[C:6]3[N:7]([CH:11]=[C:12]([C:14]4[N:18]([CH:19]([CH3:21])[CH3:20])[N:17]=[CH:16][N:15]=4)[N:13]=3)[CH2:8][CH2:9][O:10][C:4]=2[CH:3]=1.[Si:24]([O:31][C:32]([CH3:45])([CH3:44])[CH2:33][N:34]1[CH:38]=[C:37]([Sn](C)(C)C)[N:36]=[C:35]1[CH3:43])([C:27]([CH3:30])([CH3:29])[CH3:28])([CH3:26])[CH3:25]>O1CCOCC1.C1C=CC([P]([Pd]([P](C2C=CC=CC=2)(C2C=CC=CC=2)C2C=CC=CC=2)([P](C2C=CC=CC=2)(C2C=CC=CC=2)C2C=CC=CC=2)[P](C2C=CC=CC=2)(C2C=CC=CC=2)C2C=CC=CC=2)(C2C=CC=CC=2)C2C=CC=CC=2)=CC=1>[Si:24]([O:31][C:32]([CH3:45])([CH3:44])[CH2:33][N:34]1[CH:38]=[C:37]([C:2]2[CH:23]=[CH:22][C:5]3[C:6]4[N:7]([CH:11]=[C:12]([C:14]5[N:18]([CH:19]([CH3:21])[CH3:20])[N:17]=[CH:16][N:15]=5)[N:13]=4)[CH2:8][CH2:9][O:10][C:4]=3[CH:3]=2)[N:36]=[C:35]1[CH3:43])([C:27]([CH3:30])([CH3:29])[CH3:28])([CH3:26])[CH3:25] |^1:55,57,76,95|. Reported procedure: To a mixture of 9-bromo-2-(1-isopropyl-1H-1,2,4-triazol-5-yl)-5,6-dihydrobenzo[f]imidazo[1,2-d][1,4]oxazepine (300 mg, 0.8 mmol), Pd(PPh3)4 (93 mg, 0.08 mmol), 1-(2-(tert-butyldimethylsilyloxy)-2-methylpropyl)-2-methyl-4-(trimethylstannyl)-1H-imidazole (690 mg, 1.6 mmol) in dioxane (2 mL) was bubbled with N2 for about 2 min and then stirred at 120° C. for 35 min under the irradition of microwave. Filtered, concentrated and purified by pre-TLC (pure EtOAc) to give 160 mg of 9-(1-(2-(tert-butyldim... Reaction SMILES: [CH3:49][N:50]([CH3:51])[CH:52]=[O:53].[Cl:23][CH2:24][c:25]1[cH:26][c:27]([O:45][CH3:46])[c:28]([O:29][CH2:30][c:31]2[n:32][c:33](-[c:37]3[cH:38][cH:39][cH:40][cH:41][cH:42]3)[o:34][c:35]2[CH3:36])[cH:43][cH:44]1.[ClH:47].[H-:1].[Na+:2].[OH2:48].[cH:3]1[cH:4][cH:5][c:6]([O:16][C:17]([C:18](=[O:19])[OH:20])([CH3:21])[CH3:22])[c:7]2[c:8]3[cH:9][cH:10][cH:11][cH:12][c:13]3[nH:14][c:15]12>>[cH:3]1[cH:4][cH:5][c:6]([O:16][C:17]([C:18](=[O:19])[OH:20])([CH3:21])[CH3:22])[c:7]2[c:8]3[cH:9][cH:10][cH:11][cH:12][c:13]3[n:14]([CH2:24][c:25]3[cH:26][c:27]([O:45][CH3:46])[c:28]([O:29][CH2:30][c:31]4[n:32][c:33](-[c:37]5[cH:38][cH:39][cH:40][cH:41][cH:42]5)[o:34][c:35]4[CH3:36])[cH:43][cH:44]3)[c:15]12. The reactants are CN(C)C=O, COc1cc(CCl)ccc1OCc1nc(-c2ccccc2)oc1C, Cl, [H-], [Na+], O, CC(C)(Oc1cccc2[nH]c3ccccc3c12)C(=O)O. Yields the product COc1cc(Cn2c3ccccc3c3c(OC(C)(C)C(=O)O)cccc32)ccc1OCc1nc(-c2ccccc2)oc1C. Starting materials: C(C1=CC=CC=C1)(C1=CC=CC=C1)=NC=1C=C(C=NC1)C(=O)C1=CN(C2=C1C=NC=C2F)C(CO[Si](C)(C)C(C)(C)C)(C)C ([5-(benzhydrylidene-amino)-pyridin-3-yl]-{1-[2-(tert-butyl-dimethyl-silanyloxy)-1,1-dimethyl-ethyl]-7-fluoro-1H-pyrrolo[3,2-c]pyridin-3-yl}-methanone). Solvent: C1CCOC1 (THF), C(CC(O)(C(=O)O)CC(=O)O)(=O)O (citric acid). Run at time 4 hour. The product is NC=1C=C(C=NC1)C(=O)C1=CN(C2=C1C=NC=C2F)C(CO[Si](C)(C)C(C)(C)C)(C)C ((5-Amino-pyridin-3-yl)-{1-[2-(tert-butyl-dimethyl-silanyloxy)-1,1-dimethyl-ethyl]-7-fluoro-1H-pyrrolo[3,2-c]pyridin-3-yl}-methanone). The yield is 68.5%. RXN SMILES: C(=[N:14][C:15]1[CH:16]=[C:17]([C:21]([C:23]2[C:27]3[CH:28]=[N:29][CH:30]=[C:31]([F:32])[C:26]=3[N:25]([C:33]([CH3:44])([CH3:43])[CH2:34][O:35][Si:36]([C:39]([CH3:42])([CH3:41])[CH3:40])([CH3:38])[CH3:37])[CH:24]=2)=[O:22])[CH:18]=[N:19][CH:20]=1)(C1C=CC=CC=1)C1C=CC=CC=1>C1COCC1.C(O)(=O)CC(CC(O)=O)(C(O)=O)O>[NH2:14][C:15]1[CH:16]=[C:17]([C:21]([C:23]2[C:27]3[CH:28]=[N:29][CH:30]=[C:31]([F:32])[C:26]=3[N:25]([C:33]([CH3:44])([CH3:43])[CH2:34][O:35][Si:36]([C:39]([CH3:42])([CH3:41])[CH3:40])([CH3:37])[CH3:38])[CH:24]=2)=[O:22])[CH:18]=[N:19][CH:20]=1. Procedure details: To a solution of [5-(benzhydrylidene-amino)-pyridin-3-yl]-{1-[2-(tert-butyl-dimethyl-silanyloxy)-1,1-dimethyl-ethyl]-7-fluoro-1H-pyrrolo[3,2-c]pyridin-3-yl}-methanone (Preparation 36, 1 g, 1.65 mmol) in THF (80 mL), citric acid (30 mL, 1 M) was added at room temperature and stirred for 4 hours, then quenched with saturated sodium bicarbonate solution and was extracted with ethyl acetate. The organic phase was dried over sodium sulphate, evaporated in vacuo to afford the crude compound, purified ... Starting materials: C(CCCCCCCCCCCCCCC)OCC(CCl)O (3-chloro-2-hydroxypropyl hexadecyl ether), solution, [OH-].[Na+] (sodium hydroxide). Solvent: O (water), O (water). Product: C(C1CO1)OCCCCCCCCCCCCCCCC (Hexadecyl Glycidyl Ether). Yield: 60.0%. As a reaction SMILES: [CH2:1]([O:17][CH2:18][CH:19]([OH:22])[CH2:20]Cl)[CH2:2][CH2:3][CH2:4][CH2:5][CH2:6][CH2:7][CH2:8][CH2:9][CH2:10][CH2:11][CH2:12][CH2:13][CH2:14][CH2:15][CH3:16].[OH-].[Na+]>O>[CH2:18]([O:17][CH2:1][CH2:2][CH2:3][CH2:4][CH2:5][CH2:6][CH2:7][CH2:8][CH2:9][CH2:10][CH2:11][CH2:12][CH2:13][CH2:14][CH2:15][CH3:16])[CH:19]1[O:22][CH2:20]1 |f:1.2|. Procedure: To a solution of 3-chloro-2-hydroxypropyl hexadecyl ether (10 g, 0.0311 moles in 20 mls water at 90° C. under argon was added a 50% solution of sodium hydroxide (1.37 g, 0.0343 moles) in 10 mls water over 15 minutes. The reaction was heated under the same conditions for 3 additional hours. Sample was purified by distillation (yield=60%). Upon cooling a white solid formed. Starting materials: Cl (hydrogen chloride), Cl.Cl.ONC(=NCCSCC1=C(N=CN1)C)NC (N-Hydroxy-N'-methyl-N"-[2-((4-methyl-5-imidazolyl)methylthio)ethyl]guanidine dihydrochloride), S(=O)(=O)(O)O.CN(N)C(=O)OC(C)(C)C (N-methyl-N-tert-butoxycarbonylhydrazine sulphate), C(O)([O-])=O.[K+] (potassium hydrogen carbonate). Run in CN(C=O)C (dimethylformamide). Conditions: temperature 90 celsius, time 3 hour. Product: Cl.Cl.CNC(=NCCSCC1=C(N=CN1)C)NNC (N-Methyl-N'-methylamino-N"-[2-((4-methyl-5-imidazolyl)methylthio)ethyl]guanidine dihydrochloride). As a reaction SMILES: [ClH:1].Cl.O[NH:4][C:5]([NH:17][CH3:18])=[N:6][CH2:7][CH2:8][S:9][CH2:10][C:11]1[NH:15][CH:14]=[N:13][C:12]=1[CH3:16].S(O)(O)(=O)=O.[CH3:24][N:25](C(OC(C)(C)C)=O)N.C(=O)([O-])O.[K+].Cl>CN(C)C=O>[ClH:1].[ClH:1].[CH3:18][NH:17][C:5]([NH:4][NH:25][CH3:24])=[N:6][CH2:7][CH2:8][S:9][CH2:10][C:11]1[NH:15][CH:14]=[N:13][C:12]=1[CH3:16] |f:0.1.2,3.4,5.6,9.10.11|. Procedure details: A mixture of the isothiourea dihydrochloride of Example 1 (i) (6.7 g), N-methyl-N-tert-butoxycarbonylhydrazine sulphate (5.7 g), potassium hydrogen carbonate (10.0 g) and anhydrous dimethylformamide (80 ml) was stirred at 90° C. for 3 hours. After cooling, filtration and concentration to yield the free base, this was heated under reflux with ethanolic hydrogen chloride. Concentration and trituration of the residual product yielded the title compound.